Dataset: the Open Reaction Database (ORD), a public repository of structured organic reaction records. Task: describe an organic reaction: reactants, conditions, products, and yield Reactants: NC=1C=C(C#N)C=CC1 (3-Aminobenzonitrile), C(C)OC=1C(C(C1OCC)=O)=O (3,4-diethoxy-3-cyclobutene-1,2-dione). The solvent is C(C)O (ethanol). The product is O=C1C(=C(C1=O)NC=1C=C(C#N)C=CC1)OCC (3-(3,4-dioxo-2-ethoxy-cyclobut-1-enylamino)-benzonitrile). RXN SMILES: [NH2:1][C:2]1[CH:3]=[C:4]([CH:7]=[CH:8][CH:9]=1)[C:5]#[N:6].[CH2:10]([O:12][C:13]1[C:14](=O)[C:15](=[O:20])[C:16]=1[O:17]CC)[CH3:11]>C(O)C>[O:17]=[C:16]1[C:15](=[O:20])[C:14]([NH:1][C:2]2[CH:3]=[C:4]([CH:7]=[CH:8][CH:9]=2)[C:5]#[N:6])=[C:13]1[O:12][CH2:10][CH3:11]. Procedure: 3-Aminobenzonitrile (2.06 g, 17.4 mmol) was added to a solution of 3,4-diethoxy-3-cyclobutene-1,2-dione (2.97 g, 17.5 mmol) in absolute ethanol (50 mL). The mixture was heated at reflux overnight. The mixture was cooled and the resulting yellow precipitate was collected by vacuum filtration. Yield: 3.40 g (81%): 1H NMR (DMSO-d6): δ 10.95 (s, 1H), 7.75-7.40 (m, 4H), 4.73 (q, 2H), 1.39 (t, 3H). The product is COC(C(C1=CC2=CC=C(C=C2C=C1)OC)(C)C)=O (α,α-dimethyl-6-methoxy-2-naphthaleneacetic acid methyl ester). Procedure details: To a solution of α-methyl-6-methoxy-2-naphthaleneacetic acid methyl ester (12.2 g, 50 mmol) in tetrahydrofuran (100 ml) at -70 ° c. is added a solution of lithium diisopropylamide in cyclohexane (50 ml, 1.5 equiv). After 20 min, methyl iodide (4.0 ml, 1.3 equiv) is added followed by hexamethylphosphoramide (20 ml). After allowing the reaction mixture to warm to room temperature and stir 16 hours, the reaction is quenched by addition of acetic acid (4.3 ml, 75 mmol). The solvent is then removed a... Reaction conditions: time 20 minute. Starting materials: COC(C(C1=CC2=CC=C(C=C2C=C1)OC)C)=O (α-methyl-6-methoxy-2-naphthaleneacetic acid methyl ester), CI (methyl iodide), C(C)(C)[N-]C(C)C.[Li+] (lithium diisopropylamide), C1CCCCC1 (cyclohexane), C(C)(=O)O (acetic acid). The solvent is CN(P(=O)(N(C)C)N(C)C)C (hexamethylphosphoramide), O1CCCC1 (tetrahydrofuran). Yield: 66.0%. As a reaction SMILES: [CH3:1][O:2][C:3](=[O:18])[CH:4]([CH3:17])[C:5]1[CH:14]=[CH:13][C:12]2[C:7](=[CH:8][CH:9]=[C:10]([O:15][CH3:16])[CH:11]=2)[CH:6]=1.[CH:19]([N-]C(C)C)(C)C.[Li+].C1CCCCC1.CI.C(O)(=O)C>O1CCCC1.CN(C)P(N(C)C)(N(C)C)=O>[CH3:1][O:2][C:3](=[O:18])[C:4]([CH3:19])([CH3:17])[C:5]1[CH:14]=[CH:13][C:12]2[C:7](=[CH:8][CH:9]=[C:10]([O:15][CH3:16])[CH:11]=2)[CH:6]=1 |f:1.2|. The solvent is CN(C=O)C (dimethylformamide), C(C)N(CC)CC (triethylamine). Isolated yield 80.0%. Reaction SMILES: I[C:2]1[CH:7]=[CH:6][CH:5]=[CH:4][C:3]=1[S:8]([NH2:11])(=[O:10])=[O:9].P(C1C=CC=CC=1)(C1C=CC=CC=1)[C:13]1[CH:18]=CC=C[CH:14]=1.CC(C(OC1C=CC(C(O)CNC)=CC=1OC(C(C)(C)C)=O)=O)(C)C.Cl>CN(C)C=O.C(N(CC)CC)C.Cl[Pd]Cl.[Cu]I>[C:14]([C:2]1[CH:7]=[CH:6][CH:5]=[CH:4][C:3]=1[S:8]([NH2:11])(=[O:10])=[O:9])#[C:13][CH3:18] |f:2.3|. The reagents and catalysts are Cl[Pd]Cl (PdCl2), [Cu]I (copper (I) iodide). Procedure details: To a solution of 28.3 g (0.1 mole) of 2-iodophenylsulfonamide in 350 ml of dimethylformamide and 100 ml of triethylamine are added 1.0 g of palladium dichloro-bis(triphenylphosphite) complex, PdCl2 [P(C6H5)3 ]2, and 0.5 g of copper (I) iodide (CuI). Gaseous propine is then introduced into this solution until the starting material is completely reacted. The reaction mixture is filtered and the residue is concentrated in vacuo and then taken up in water. The precipitate is isolated and dried. Recr... The reactants are IC1=C(C=CC=C1)S(=O)(=O)N (2-iodophenylsulfonamide), P(C1=CC=CC=C1)(C1=CC=CC=C1)C1=CC=CC=C1 (P(C6H5)3), CC(C)(C)C(=O)OC=1C=CC(=CC1OC(=O)C(C)(C)C)C(CNC)O.Cl (propine). Yields the product C(#CC)C1=C(C=CC=C1)S(=O)(=O)N (2-(propyn-1-yl)phenylsulfonamide). Starting materials: C([O-])([O-])=O.[K+].[K+] (Potassium carbonate), [I-].C(C)[N+]1(CCC(CC1)=O)C (1-ethyl-1-methyl-4-oxo-piperidinium iodide), Cl.CCC[C@H]1CC[C@H](CC1)N (cis-4-(2-methyl-ethyl)-cyclohexyl-amine hydrochloride). Run in O (water), C(C)O (ethanol). Product: CCC[C@H]1CC[C@H](CC1)N1CCC(CC1)=O (cis-(4-(2-methyl-ethyl)-cyclohexyl)-piperidine-4-one). Isolated yield 91.4%. RXN SMILES: Cl.[CH3:2][CH2:3][CH2:4][C@@H:5]1[CH2:10][CH2:9][C@H:8]([NH2:11])[CH2:7][CH2:6]1.C(=O)([O-])[O-].[K+].[K+].[I-].C([N+]1(C)[CH2:26][CH2:25][C:24](=[O:27])[CH2:23][CH2:22]1)C>C(O)C.O>[CH3:2][CH2:3][CH2:4][C@@H:5]1[CH2:10][CH2:9][C@H:8]([N:11]2[CH2:26][CH2:25][C:24](=[O:27])[CH2:23][CH2:22]2)[CH2:7][CH2:6]1 |f:0.1,2.3.4,5.6|. Reported procedure: cis-4-(2-methyl-ethyl)-cyclohexyl-amine hydrochloride(60.7 g) was dissolved in ethanol (725 ml). Potassium carbonate (51.8 g) and 1-ethyl-1-methyl-4-oxo-piperidinium iodide (126.6 g) dissolved in water (240 ml) were added and the mixture was refluxed for 1 hour. The reaction mixture was concentrated and extracted three times with dichloromethane. The combined organic layers were washed with aqueous bicarbonate and water, dried (MgSO4) and evaporated. Filtration over silica gel (cyclohexane/ethyl... Starting materials: CC=1NC(=C(N1)C)C=1C=C(C(=O)O)C=CC1C (3-(2,4-dimethyl-1H-imidazol-5-yl)-4-methylbenzoic acid), CC1=C(C=C(C(=O)OC)C=C1)C1=C(N=C(N1)C1(COC1)C)C (methyl 4-methyl-3-(4-methyl-2-(3-methyloxetan-3-yl)-1H-imidazol-5-yl)benzoate), CC1=C(C=C(C(=O)OC)C=C1)C1=C(N=C(N1)C1(COC1)C)C (methyl 4-methyl-3-(4-methyl-2-(3-methyloxetan-3-yl)-1H-imidazol-5-yl)benzoate), CC=1NC(=C(N1)C)C=1C=C(C(=O)OC)C=CC1C (methyl 3-(2,4-dimethyl-1H-imidazol-5-yl)-4-methylbenzoate). Yields the product CC1=C(C=C(C(=O)O)C=C1)C1=C(N=C(N1)C1(COC1)C)C (4-Methyl-3-(4-methyl-2-(3-methyloxetan-3-yl)-1H-imidazol-5-yl)benzoic acid). Reaction SMILES: CC1NC(C2C=C(C=CC=2C)C(O)=O)=C(C)N=1.[CH3:18][C:19]1[CH:28]=[CH:27][C:22]([C:23]([O:25]C)=[O:24])=[CH:21][C:20]=1[C:29]1[NH:33][C:32]([C:34]2([CH3:38])[CH2:37][O:36][CH2:35]2)=[N:31][C:30]=1[CH3:39].CC1NC(C2C=C(C=CC=2C)C(OC)=O)=C(C)N=1>>[CH3:18][C:19]1[CH:28]=[CH:27][C:22]([C:23]([OH:25])=[O:24])=[CH:21][C:20]=1[C:29]1[NH:33][C:32]([C:34]2([CH3:38])[CH2:35][O:36][CH2:37]2)=[N:31][C:30]=1[CH3:39]. Procedure: The title compound was prepared using standard chemical manipulations and procedures similar to those used for the preparation of compound 5.7, except methyl 4-methyl-3-(4-methyl-2-(3-methyloxetan-3-yl)-1H-imidazol-5-yl)benzoate (compound 177.1) was used in place of methyl 3-(2,4-dimethyl-1H-imidazol-5-yl)-4-methylbenzoate (compound 5.6). m/z (ES+) 287 (M+H)+. Starting materials: Cl.ClC1=CC=CC=2N1C=C(N2)CCl (5-chloro-2-(chloromethyl)imidazo[1,2-a]pyridine hydrochloride), OC1=CC=C(C=O)C=C1 (4-hydroxybenzaldehyde), C([O-])([O-])=O.[K+].[K+] (potassium carbonate), CN(C=O)C (N,N-dimethylformamide). The solvent is O (water). Reaction conditions: time 15 hour. Product: ClC1=CC=CC=2N1C=C(N2)COC2=CC=C(C=O)C=C2 (4-(5-chloroimidazo[1,2-a]pyridin-2-ylmethoxy)benzaldehyde). Isolated yield 98.0%. RXN SMILES: Cl.[Cl:2][C:3]1[N:8]2[CH:9]=[C:10]([CH2:12]Cl)[N:11]=[C:7]2[CH:6]=[CH:5][CH:4]=1.[OH:14][C:15]1[CH:22]=[CH:21][C:18]([CH:19]=[O:20])=[CH:17][CH:16]=1.C(=O)([O-])[O-].[K+].[K+].CN(C)C=O>O>[Cl:2][C:3]1[N:8]2[CH:9]=[C:10]([CH2:12][O:14][C:15]3[CH:22]=[CH:21][C:18]([CH:19]=[O:20])=[CH:17][CH:16]=3)[N:11]=[C:7]2[CH:6]=[CH:5][CH:4]=1 |f:0.1,3.4.5|. Reported procedure: A mixture of 5-chloro-2-(chloromethyl)imidazo[1,2-a]pyridine hydrochloride (3.00 g), 4-hydroxybenzaldehyde (1.81 g), potassium carbonate (6.14 g) and N,N-dimethylformamide (30 ml) was stirred at room temperature for 15 hours, poured into water and extracted with ethyl acetate. The ethyl acetate layer was washed with an aqueous saturated solution of sodium chloride, dried (MgSO4) and concentrated. The remaining crystals were recrystallized from ethyl acetate-hexane to obtain 4-(5-chloroimidazo[1,... Starting materials: CCn1c(-c2ccc(O)c([N+](=O)[O-])c2)c(C#N)c2ccc(OC)cc21, CCOC(C)=O. The product is CCn1c(-c2ccc(O)c(N)c2)c(C#N)c2ccc(OC)cc21. As a reaction SMILES: [CH2:1]([CH3:2])[n:3]1[c:4](-[c:16]2[cH:17][c:18]([N+:23]([O-:24])=[O:25])[c:19]([OH:22])[cH:20][cH:21]2)[c:5]([C:14]#[N:15])[c:6]2[cH:7][cH:8][c:9]([O:12][CH3:13])[cH:10][c:11]12.[CH3:26][CH2:27][O:28][C:29]([CH3:30])=[O:31]>>[CH2:1]([CH3:2])[n:3]1[c:4](-[c:16]2[cH:17][c:18]([NH2:23])[c:19]([OH:22])[cH:20][cH:21]2)[c:5]([C:14]#[N:15])[c:6]2[cH:7][cH:8][c:9]([O:12][CH3:13])[cH:10][c:11]12.